This data is from the Open Reaction Database (ORD), a public repository of structured organic reaction records. The task is: describe an organic reaction: reactants, conditions, products, and yield Reactants: CN(C(=O)OCc1ccccc1)C1CCN(C(=O)OC(C)(C)C)CC1, CO. Yields the product CNC1CCN(C(=O)OC(C)(C)C)CC1. RXN SMILES: [C:1]([CH3:2])([CH3:3])([CH3:4])[O:5][C:6](=[O:7])[N:8]1[CH2:9][CH2:10][CH:11]([N:14]([CH3:15])[C:16]([O:17][CH2:18][c:19]2[cH:20][cH:21][cH:22][cH:23][cH:24]2)=[O:25])[CH2:12][CH2:13]1.[CH3:26][OH:27]>>[C:1]([CH3:2])([CH3:3])([CH3:4])[O:5][C:6](=[O:7])[N:8]1[CH2:9][CH2:10][CH:11]([NH:14][CH3:15])[CH2:12][CH2:13]1. The reactants are C(C)OC(C(=CC1=CC(=CC=C1)OC)C#N)=O (3-(3-methoxy-phenyl)-2-cyano-acrylic acid ethyl ester), OC1=C2C=CNC2=CC=C1 (4-hydroxyindole). The product is C(#N)C1C(OC2=C3C(C=CC2=C1C1=CC(=CC=C1)OC)=NC=C3)=O (3-cyano-4-(3-methoxyphenyl)-2-oxo-2H-pyrrolo[2,3-h]chromene). As a reaction SMILES: [CH2:1]([O:3][C:4](=[O:17])[C:5]([C:15]#[N:16])=[CH:6][C:7]1[CH:12]=[CH:11][CH:10]=[C:9]([O:13][CH3:14])[CH:8]=1)[CH3:2].O[C:19]1C=C[CH:25]=[C:24]2[C:20]=1[CH:21]=[CH:22][NH:23]2>>[C:15]([CH:5]1[C:6]([C:7]2[CH:12]=[CH:11][CH:10]=[C:9]([O:13][CH3:14])[CH:8]=2)=[C:19]2[C:1](=[C:2]3[CH:25]=[CH:24][N:23]=[C:22]3[CH:21]=[CH:20]2)[O:3][C:4]1=[O:17])#[N:16]. Procedure: Alternatively, compounds of Formula III can be prepared as shown in Schemes 3 and 4. Condensation of 3,5-dimethoxybenzaldehyde with ethyl cyanoacetate in the presence of a base such as piperidine produces the 3-(3,5-dimethoxyphenyl)-2-cyano-acrylic acid ethyl ester. Treatment of the ester with 3-methoxyphenol in the presence of NaH produces the 3-cyano-7-methoxy-4-(3,5-dimethoxyphenyl)-2-oxo-2H-chromene. Similarly, reaction of 3-(3-methoxy-phenyl)-2-cyano-acrylic acid ethyl ester with 4-hydroxyi... Starting materials: CC1(C)NN(C2CC3CCC2C3)C1=O, Clc1cccc(CBr)c1Cl. The product is CC1(C)C(=O)N(C2CC3CCC2C3)N1Cc1cccc(Cl)c1Cl. Reaction SMILES: [CH:1]12[CH:2]([N:8]3[NH:9][C:10]([CH3:13])([CH3:14])[C:11]3=[O:12])[CH2:3][CH:4]([CH2:5][CH2:6]1)[CH2:7]2.[Cl:15][c:16]1[c:17]([CH2:18][Br:19])[cH:20][cH:21][cH:22][c:23]1[Cl:24]>>[CH:1]12[CH:2]([N:8]3[N:9]([CH2:18][c:17]4[c:16]([Cl:15])[c:23]([Cl:24])[cH:22][cH:21][cH:20]4)[C:10]([CH3:13])([CH3:14])[C:11]3=[O:12])[CH2:3][CH:4]([CH2:5][CH2:6]1)[CH2:7]2. Reported procedure: To a suspension of 2.7 g. of lithium aluminum hydride in 75 ml. of dry ether is added dropwise a solution containing 5.5 g. of 6-methyl-2-naphthoic acid in 75 ml. of dry ether. The mixture is refluxed for three hours, cooled, and treated with 10% sodium hydroxide solution. The mixture is then filtered and dried to yield 6-methyl-2-naphthalenemethanol. Reactants: [H-].[Al+3].[Li+].[H-].[H-].[H-] (lithium aluminum hydride), CC=1C=C2C=CC(=CC2=CC1)C(=O)O (6-methyl-2-naphthoic acid), [OH-].[Na+] (sodium hydroxide). Product: CC=1C=C2C=CC(=CC2=CC1)CO (6-methyl-2-naphthalenemethanol). Solvent: CCOCC (ether), CCOCC (ether). As a reaction SMILES: [H-].[Al+3].[Li+].[H-].[H-].[H-].[CH3:7][C:8]1[CH:9]=[C:10]2[C:15](=[CH:16][CH:17]=1)[CH:14]=[C:13]([C:18](O)=[O:19])[CH:12]=[CH:11]2.[OH-].[Na+]>CCOCC>[CH3:7][C:8]1[CH:9]=[C:10]2[C:15](=[CH:16][CH:17]=1)[CH:14]=[C:13]([CH2:18][OH:19])[CH:12]=[CH:11]2 |f:0.1.2.3.4.5,7.8|. Reactants: C(C)(C)(C)OC([C@H]1NCCC1)=O (L-proline tert-butyl ester), OC1=CC=CC=2NN=NC21 (hydroxybenzotriazole), C1(CCCCC1)N=C=NC1CCCCC1 (dicyclohexylcarbodiimide), C(C)(=O)NC(CSC(C)=O)C(=O)O (N,S-diacetyl-D,L-cysteine). Solvent: C(Cl)Cl (methylene chloride). Run at time 8 hour. The product is C(C)(C)(C)OC([C@H]1N(CCC1)C(C(NC(C)=O)CSC(C)=O)=O)=O (N,S-diacetyl-D,L-cysteinyl-L-proline tert-butyl ester). RXN SMILES: [C:1]([O:5][C:6](=[O:12])[C@@H:7]1[CH2:11][CH2:10][CH2:9][NH:8]1)([CH3:4])([CH3:3])[CH3:2].OC1C2N=NNC=2C=CC=1.C1(N=C=NC2CCCCC2)CCCCC1.[C:38]([NH:41][CH:42]([C:48](O)=[O:49])[CH2:43][S:44][C:45](=[O:47])[CH3:46])(=[O:40])[CH3:39]>C(Cl)Cl>[C:1]([O:5][C:6](=[O:12])[C@@H:7]1[CH2:11][CH2:10][CH2:9][N:8]1[C:48](=[O:49])[CH:42]([CH2:43][S:44][C:45](=[O:47])[CH3:46])[NH:41][C:38](=[O:40])[CH3:39])([CH3:4])([CH3:2])[CH3:3]. Reported procedure: To a solution of L-proline tert-butyl ester (0.85 g.) and hydroxybenzotriazole (0.67 g.) in methylene chloride (10 ml.) chilled in an ice bath, dicyclohexylcarbodiimide (1.03 g.) and N,S-diacetyl-D,L-cysteine (1.7 g.) are added in that order. After fifteen minutes, the ice bath is removed and the mixture is stirred at room temperature overnight. The precipitate is filtered off and the filtrate is washed with 10% potassium bisulfite, water, saturated sodium bicarbonate, and water. The organic pha...